From a dataset of the Open Reaction Database (ORD), a public repository of structured organic reaction records. describe an organic reaction: reactants, conditions, products, and yield Starting materials: C1CCOC1, COc1cccc(NC(C(=O)O)c2ccccc2)c1, C(=NC1CCCCC1)=NC1CCCCC1, OC1CN2CCC1CC2, On1nnc2ccccc21. Product: COc1cccc(NC(C(=O)OC2CN3CCC2CC3)c2ccccc2)c1. Reaction SMILES: [CH2:54]1[O:55][CH2:56][CH2:57][CH2:58]1.[CH3:1][O:2][c:3]1[cH:4][c:5]([NH:9][CH:10]([C:11](=[O:12])[OH:13])[c:14]2[cH:15][cH:16][cH:17][cH:18][cH:19]2)[cH:6][cH:7][cH:8]1.[CH:30]1([N:31]=[C:32]=[N:33][CH:34]2[CH2:35][CH2:36][CH2:37][CH2:38][CH2:39]2)[CH2:40][CH2:41][CH2:42][CH2:43][CH2:44]1.[N:45]12[CH2:46][CH:47]([OH:53])[CH:48]([CH2:49][CH2:50]1)[CH2:51][CH2:52]2.[OH:20][n:21]1[c:22]2[c:23]([cH:24][cH:25][cH:26][cH:27]2)[n:28][n:29]1>>[CH3:1][O:2][c:3]1[cH:4][c:5]([NH:9][CH:10]([C:11]([O:12][CH:47]2[CH2:46][N:45]3[CH2:50][CH2:49][CH:48]2[CH2:51][CH2:52]3)=[O:13])[c:14]2[cH:15][cH:16][cH:17][cH:18][cH:19]2)[cH:6][cH:7][cH:8]1. Reactants: C(C1=CC=CC=C1)Cl (benzyl chloride), [H-].[Na+] (sodium hydride), BrC1=C(C=C(C=C1)O)Cl (4-bromo-3-chlorophenol). The solvent is CN(C=O)C (dimethylformamide), CN(C=O)C (dimethylformamide), CN(C=O)C (dimethylformamide). Yields the product BrC1=C(C=C(C=C1)OCC1=CC=CC=C1)Cl (1-bromo-2-chloro-4-(phenylmethoxy)benzene). RXN SMILES: [Br:1][C:2]1[CH:7]=[CH:6][C:5]([OH:8])=[CH:4][C:3]=1[Cl:9].[H-].[Na+].[CH2:12](Cl)[C:13]1[CH:18]=[CH:17][CH:16]=[CH:15][CH:14]=1>CN(C)C=O>[Br:1][C:2]1[CH:7]=[CH:6][C:5]([O:8][CH2:12][C:13]2[CH:18]=[CH:17][CH:16]=[CH:15][CH:14]=2)=[CH:4][C:3]=1[Cl:9] |f:1.2|. Reported procedure: 2 g of 4-bromo-3-chlorophenol dissolved in 20 cm3 of dimethylformamide are added to 480 mg of sodium hydride at 60% in oil, in 10 cm3 of dimethylformamide, followed by addition of a solution of 1.38 cm3 of benzyl chloride dissolved in 5 cm3 of dimethylformamide. The reaction medium is concentrated under reduced pressure and taken up in 100 cm3 of ethyl acetate. The organic phase is washed successively with 2×50 cm3 of water and with 50 cm3 of saturated sodium chloride solution, separated out aft... Starting materials: ClC1=CC(=C(C(=O)O)C=C1)[N+](=O)[O-] (4-chloro-2-nitrobenzoic acid), N1=CC=CC=C1 (pyridine), C1(=CC=C(C=C1)S(=O)(=O)Cl)C (p-toluenesulfonyl chloride), C(C)(C)(C)O (tert-butyl alcohol). Run in C1(=CC=CC=C1)C (toluene). Reaction conditions: time 15 minute. Yields the product ClC1=CC(=C(C(=O)OC(C)(C)C)C=C1)[N+](=O)[O-] (tert-butyl 4-chloro-2-nitrobenzoate). Yield: 88.7%. As a reaction SMILES: [Cl:1][C:2]1[CH:10]=[CH:9][C:5]([C:6]([OH:8])=[O:7])=[C:4]([N+:11]([O-:13])=[O:12])[CH:3]=1.N1C=CC=CC=1.[C:20]1([CH3:30])[CH:25]=CC(S(Cl)(=O)=O)=C[CH:21]=1.C(O)(C)(C)C>C1(C)C=CC=CC=1>[Cl:1][C:2]1[CH:10]=[CH:9][C:5]([C:6]([O:8][C:20]([CH3:30])([CH3:25])[CH3:21])=[O:7])=[C:4]([N+:11]([O-:13])=[O:12])[CH:3]=1. Procedure details: To 4-chloro-2-nitrobenzoic acid (262 g) in a pyridine (1.3 liter) solution, p-toluenesulfonyl chloride (272.6 g) was slowly added at room temperature, and the mixture was stirred at that temperature for 15 minutes. To the reaction solution, tert-butyl alcohol (249 ml) was added dropwise, then the mixture was stirred for 5 hours. To the reaction mixture toluene (1 liter) was added, and the mixture was stirred for 1.5 hours, then the precipitate were removed by filtration. The filtrate was concent... Reactants: C1CC2(CCN1)OCCO2, Cc1ccccc1, O=C(Cl)C(Cl)Cl, C1CCC2=NCCCN2CC1. Product: O=C(C(Cl)Cl)N1CCC2(CC1)OCCO2. Reaction SMILES: [CH2:7]1[CH2:8][O:9][C:10]2([CH2:11][CH2:12][NH:13][CH2:14][CH2:15]2)[O:16]1.[CH3:28][c:29]1[cH:30][cH:31][cH:32][cH:33][cH:34]1.[Cl:1][CH:2]([Cl:3])[C:4]([Cl:5])=[O:6].[N:17]12[CH2:18][CH2:19][CH2:20][N:21]=[C:22]1[CH2:23][CH2:24][CH2:25][CH2:26][CH2:27]2>>[Cl:1][CH:2]([Cl:3])[C:4](=[O:6])[N:13]1[CH2:12][CH2:11][C:10]2([O:9][CH2:8][CH2:7][O:16]2)[CH2:15][CH2:14]1. Starting materials: CC=O, Clc1ccccc1, NS(=O)(=O)N1CCOCC1, c1ccc(OP(c2ccccc2)c2ccccc2)cc1. Product: CC(NS(=O)(=O)N1CCOCC1)P(=O)(c1ccccc1)c1ccccc1. As a reaction SMILES: [CH:21]([CH3:22])=[O:23].[Cl:34][c:35]1[cH:36][cH:37][cH:38][cH:39][cH:40]1.[O:24]1[CH2:25][CH2:26][N:27]([S:30](=[O:31])(=[O:32])[NH2:33])[CH2:28][CH2:29]1.[c:1]1([P:7]([O:8][c:9]2[cH:10][cH:11][cH:12][cH:13][cH:14]2)[c:15]2[cH:16][cH:17][cH:18][cH:19][cH:20]2)[cH:2][cH:3][cH:4][cH:5][cH:6]1>>[c:1]1([P:7](=[O:8])([c:15]2[cH:16][cH:17][cH:18][cH:19][cH:20]2)[CH:21]([CH3:22])[NH:33][S:30]([N:27]2[CH2:26][CH2:25][O:24][CH2:29][CH2:28]2)(=[O:31])=[O:32])[cH:2][cH:3][cH:4][cH:5][cH:6]1. Starting materials: ice, [H-].[Na+] (NaH), C(C=C)OC(=O)NC1(CC1)C1=CC=C(C(=O)O)C=C1 (4-(1-allyloxycarbonylaminocyclopropyl)benzoic acid), CN(C)C=O (DMF), CN(C)C(=[N+](C)C)ON1C2=C(C=CC=C2)N=N1.[B-](F)(F)(F)F (TBTU), O1C(CC2=CC=CC=C12)=O (coumaranone), suspension. Solvent: O (water), C(C)N(CC)CC (triethylamine), C(C)(=O)O (acetic acid). Run at time 15 minute. Product: OC=1C=CC2=C(C(C(O2)=O)=CC2=CC=C(C=C2)C2(CC2)NC(OCC=C)=O)C1O (allyl (1-{4-[dihydroxy-(2-oxobenzofuran-3-ylidene)methyl]phenyl}cyclopropyl)-carbamate). Reaction SMILES: [CH2:1]([O:4][C:5]([NH:7][C:8]1([C:11]2[CH:19]=[CH:18][C:14]([C:15](O)=O)=[CH:13][CH:12]=2)[CH2:10][CH2:9]1)=[O:6])[CH:2]=[CH2:3].CN(C([O:27]N1N=NC2C=CC=CC1=2)=[N+](C)C)C.[B-](F)(F)(F)F.[O:42]1[C:50]2[C:45](=C[CH:47]=[CH:48][CH:49]=2)[CH2:44][C:43]1=[O:51].[H-].[Na+].CN([CH:57]=[O:58])C>O.C(O)(=O)C.C(N(CC)CC)C>[OH:27][C:47]1[CH:48]=[CH:49][C:50]2[O:42][C:43](=[O:51])[C:44](=[CH:15][C:14]3[CH:18]=[CH:19][C:11]([C:8]4([NH:7][C:5](=[O:6])[O:4][CH2:1][CH:2]=[CH2:3])[CH2:10][CH2:9]4)=[CH:12][CH:13]=3)[C:45]=2[C:57]=1[OH:58] |f:1.2,4.5|. Reported procedure: 0.8 g of 4-(1-allyloxycarbonylaminocyclopropyl)benzoic acid and 0.585 mL of triethylamine were dissolved in 10 mL of anhydrous DMF and combined with 1.16 g of TBTU, stirred for 15 minutes at RT, then combined with 0.4 g of coumaranone and stirred for a further 10 minutes. While cooling with the ice bath, 0.42 g of NaH was added batchwise as a 60% suspension in white oil, the mixture was stirred for 2 hours at RT and, once the reaction had ended, the mixture was diluted with water to a total volu... Reactants: NN (NH2NH2), CC(C)(C)CN(C([O-])=O)CC(CC1=CC=CC=C1)N1C(C2=CC=CC=C2C1=O)=O (1,1-dimethylethyl[2-(1,3-dioxo-1,3-dihydro-2H-isoindol-2-yl)-3-phenylpropyl]methylcarbamate). Solvent: C1CCOC1.CO (THF MeOH). Conditions: time 8 hour. The product is NC(CN(C(OC(C)(C)C)=O)C)CC1=CC=CC=C1 (1,1-dimethylethyl (2-amino-3-phenylpropyl)methylcarbamate). The yield is 0.6%. As a reaction SMILES: NN.CC([CH2:7][N:8]([CH2:12][CH:13]([N:21]1C(=O)C2C(=CC=CC=2)C1=O)[CH2:14][C:15]1[CH:20]=[CH:19][CH:18]=[CH:17][CH:16]=1)[C:9](=[O:11])[O-:10])(C)C>C1COCC1.CO>[NH2:21][CH:13]([CH2:14][C:15]1[CH:16]=[CH:17][CH:18]=[CH:19][CH:20]=1)[CH2:12][N:8]([CH3:7])[C:9](=[O:11])[O:10][C:15]([CH3:20])([CH3:16])[CH3:14] |f:2.3|. Procedure: NH2NH2 (7 mL, 0.2 mol) was added to a THF/MeOH (100 mL/25 mL) solution of 1,1-dimethylethyl[2-(1,3-dioxo-1,3-dihydro-2H-isoindol-2-yl)-3-phenylpropyl]methylcarbamate (2.7 g, 6.8 mmol) and stirred overnight. After 12 hours, the solution was absorbed onto silica and purified by column chromatography using 5% MeOH in CHCl3 containing 0.5% NH4OH to give the title compound (5.8 mg, 88%) as a white solid: LC-MS (ES) m/z=265 (M+H)+.